From a dataset of the Open Reaction Database (ORD), a public repository of structured organic reaction records. describe an organic reaction: reactants, conditions, products, and yield Starting materials: C1CCOC1, COc1cc(OC)c2cnc(-c3cc(C)c(O)c(C)c3)cc2c1, CCOC(C)=O, CCN(C(C)C)C(C)C, OCCN1CCOCC1. Yields the product COc1cc(OC)c2cnc(-c3cc(C)c(OCCN4CCOCC4)c(C)c3)cc2c1. As a reaction SMILES: [CH2:42]1[O:43][CH2:44][CH2:45][CH2:46]1.[CH3:1][O:2][c:3]1[cH:4][c:5]2[cH:6][c:7](-[c:15]3[cH:16][c:17]([CH3:23])[c:18]([OH:22])[c:19]([CH3:21])[cH:20]3)[n:8][cH:9][c:10]2[c:11]([O:13][CH3:14])[cH:12]1.[CH3:47][CH2:48][O:49][C:50](=[O:51])[CH3:52].[CH:33]([N:34]([CH2:35][CH3:36])[CH:37]([CH3:38])[CH3:39])([CH3:40])[CH3:41].[OH:24][CH2:25][CH2:26][N:27]1[CH2:28][CH2:29][O:30][CH2:31][CH2:32]1>>[CH3:1][O:2][c:3]1[cH:4][c:5]2[cH:6][c:7](-[c:15]3[cH:16][c:17]([CH3:23])[c:18]([O:22][CH2:25][CH2:26][N:27]4[CH2:28][CH2:29][O:30][CH2:31][CH2:32]4)[c:19]([CH3:21])[cH:20]3)[n:8][cH:9][c:10]2[c:11]([O:13][CH3:14])[cH:12]1. The reactants are OC1=C(C(=O)NC)C=CC(=C1CC=C)O (2,4-Dihydroxy-N-methyl-3-(2-propenyl)benzamide), ICCCOC1=C(C2=C(CCC(O2)CCC(=O)OC)C=C1)CCC (Methyl 3,4-dihydro-7-(3-iodopropoxy)-8-propyl-2H-1-benzopyran-2-propanoate), C([O-])([O-])=O.[K+].[K+] (potassium carbonate), CN(C=O)C (dimethylformamide). Solvent: C(C)(=O)OCC.CCCCCC (ethyl acetate hexane), O (Water). Run at time 2 day. Yields the product OC=1C(=C(OCCCOC2=C(C3=C(CCC(O3)CCC(=O)OC)C=C2)CCC)C=CC1C(=O)NC)CC=C (Methyl 3,4-dihydro-7-[3-[3-hydroxy-4-[(methylamino)carbonyl]-2-(2-propenyl)phenoxy]propoxy]-8-propyl-2H-1-benzopyran-2-propanoate). As a reaction SMILES: [OH:1][C:2]1[C:11]([CH2:12][CH:13]=[CH2:14])=[C:10]([OH:15])[CH:9]=[CH:8][C:3]=1[C:4]([NH:6][CH3:7])=[O:5].I[CH2:17][CH2:18][CH2:19][O:20][C:21]1[CH:36]=[CH:35][C:24]2[CH2:25][CH2:26][CH:27]([CH2:29][CH2:30][C:31]([O:33][CH3:34])=[O:32])[O:28][C:23]=2[C:22]=1[CH2:37][CH2:38][CH3:39].C(=O)([O-])[O-].[K+].[K+].CN(C)C=O>C(OCC)(=O)C.CCCCCC.O>[OH:1][C:2]1[C:11]([CH2:12][CH:13]=[CH2:14])=[C:10]([CH:9]=[CH:8][C:3]=1[C:4]([NH:6][CH3:7])=[O:5])[O:15][CH2:17][CH2:18][CH2:19][O:20][C:21]1[CH:36]=[CH:35][C:24]2[CH2:25][CH2:26][CH:27]([CH2:29][CH2:30][C:31]([O:33][CH3:34])=[O:32])[O:28][C:23]=2[C:22]=1[CH2:37][CH2:38][CH3:39] |f:2.3.4,6.7|. Procedure details: The compound of Example 6 (465 mg), the compound of Example 3 (1 g) and potassium carbonate (312 mg) were added to 5.0 ml of dimethylformamide (DMF), and the reaction mixture was stirred at room temperature for about 2 days. Water (20 ml) was added and the reaction mixture was extracted three times with ethyl acetate and the combined extracts washed twice with water, dried and filtered. Solvent was removed under vacuum to give an oil. Chromatography of the oil on silica gel with 20/80 ethyl acet... Starting materials: C(C)OC(C(C(C)C)N(C(=O)NC1C2CC3CC(CC1C3)C2)C2CC2)=O (2-(3-Adamantan-2-yl-1-cyclopropyl-ureido)-3-methyl-butyric acid ethyl ester), [BH4-].[Na+] (sodium borohydride). Run in C(C)O (ethanol). Conditions: temperature 55 celsius. Product: C12C(C3CC(CC(C1)C3)C2)N2C(N(C(=C2)C(C)C)C2CC2)=O (1-Adamantan-2-yl-3-cyclopropyl-4-isopropyl-1,3-dihydro-imidazol-2-one), oil. As a reaction SMILES: C(O[C:4](=O)[CH:5]([N:9]([CH:23]1[CH2:25][CH2:24]1)[C:10]([NH:12][CH:13]1[CH:20]2[CH2:21][CH:16]3[CH2:17][CH:18]([CH2:22][CH:14]1[CH2:15]3)[CH2:19]2)=[O:11])[CH:6]([CH3:8])[CH3:7])C.[BH4-].[Na+]>C(O)C>[CH:14]12[CH2:15][CH:16]3[CH2:17][CH:18]([CH2:19][CH:20]([CH2:21]3)[CH:13]1[N:12]1[CH:4]=[C:5]([CH:6]([CH3:7])[CH3:8])[N:9]([CH:23]3[CH2:24][CH2:25]3)[C:10]1=[O:11])[CH2:22]2 |f:1.2|. Procedure: 2-(3-Adamantan-2-yl-1-cyclopropyl-ureido)-3-methyl-butyric acid ethyl ester (110 mg) was dissolved in ethanol (5 mL) under argon and then sodium borohydride (92 mg) was added in one portion. The mixture was heated to 55° C. and stirred over night. TLC analysis confirmed complete consumption of the starting material. The mixture was concentrated in vacuo and the residue was dissolved in ethyl acetate and was then vigorously shaken with 25% HCl. The organic layer was separated, washed with brine, ... Starting materials: C(CC)C1CCC(CC1)=O (4-n-Propylcyclohexanone), C1(=CC=CC=C1)O (phenol), O (water), Cl (hydrochloric acid). Solvent: C1(=CC=CC=C1)C (toluene). Run at time 50 hour. The product is OC1=CC=C(C=C1)C1(CCC(CC1)CCC)C1=CC=C(C=C1)O (1,1-bis(4-hydroxyphenyl)-4-n-propylcyclohexane). Yield: 91.5%. As a reaction SMILES: [CH2:1]([CH:4]1[CH2:9][CH2:8][C:7](=[O:10])[CH2:6][CH2:5]1)[CH2:2][CH3:3].[C:11]1([OH:17])[CH:16]=[CH:15][CH:14]=[CH:13][CH:12]=1.Cl.O>C1(C)C=CC=CC=1>[OH:10][C:7]1[CH:8]=[CH:9][C:4]([C:1]2([C:14]3[CH:15]=[CH:16][C:11]([OH:17])=[CH:12][CH:13]=3)[CH2:3][CH2:2][CH:1]([CH2:4][CH2:5][CH3:6])[CH2:3][CH2:2]2)=[CH:5][CH:6]=1. Reported procedure: 1st stage 4-n-Propylcyclohexanone 650 g and phenol 1550 g were mixed, and hydrochloric acid gas was blown to the mixture with vigorously stirring at room temperature. The mixture was vigorously stirred for three hours and then left for 50 hours at room temperature. Meantime, the reaction solution was solidified. Warm water 1,000 ml and toluene 3,000 ml were added to the solid. The solid was heated and dissolved completely. The crystals deposited from the solution after cooling were filtered and ...